Dataset: the Open Reaction Database (ORD), a public repository of structured organic reaction records. Task: describe an organic reaction: reactants, conditions, products, and yield Yields the product CCCN(C)C(=O)c1cc(C(=O)NC(Cc2ccccc2)C(O)CC(C)C(=O)NC2CC3CCC2C3)cc(N2CCCC2=O)c1. Starting materials: CC(CC(O)C(Cc1ccccc1)NC(=O)c1cc(-c2ccccc2)cc(N2CCCC2=O)c1)C(=O)NCCC(C)(C)C, CCCN(C)C(=O)c1cc(C(=O)O)cc(N2CCCC2=O)c1, CC(CC(O)C(N)Cc1ccccc1)C(=O)NC1CC2CCC1C2. Reaction SMILES: [CH2:1]([CH:2]([NH:3][C:4](=[O:5])[c:6]1[cH:7][c:8](-[c:9]2[cH:10][cH:11][cH:12][cH:13][cH:14]2)[cH:15][c:16]([N:17]2[CH2:18][CH2:19][CH2:20][C:21]2=[O:22])[cH:23]1)[CH:24]([OH:25])[CH2:26][CH:27]([C:28](=[O:29])[NH:30][CH2:31][CH2:32][C:33]([CH3:34])([CH3:35])[CH3:36])[CH3:37])[c:38]1[cH:39][cH:40][cH:41][cH:42][cH:43]1.[CH3:44][N:45]([C:46]([c:47]1[cH:48][c:49]([C:50](=[O:51])[OH:52])[cH:53][c:54]([N:56]2[C:57](=[O:61])[CH2:58][CH2:59][CH2:60]2)[cH:55]1)=[O:62])[CH2:63][CH2:64][CH3:65].[CH:66]12[CH:67]([NH:73][C:74]([CH:75]([CH2:76][CH:77]([CH:78]([CH2:79][c:80]3[cH:81][cH:82][cH:83][cH:84][cH:85]3)[NH2:86])[OH:87])[CH3:88])=[O:89])[CH2:68][CH:69]([CH2:70][CH2:71]1)[CH2:72]2>>[CH3:44][N:45]([C:46]([c:47]1[cH:48][c:49]([C:50](=[O:51])[NH:86][CH:78]([CH:77]([CH2:76][CH:75]([C:74]([NH:73][CH:67]2[CH:66]3[CH2:71][CH2:70][CH:69]([CH2:68]2)[CH2:72]3)=[O:89])[CH3:88])[OH:87])[CH2:79][c:80]2[cH:81][cH:82][cH:83][cH:84][cH:85]2)[cH:53][c:54]([N:56]2[C:57](=[O:61])[CH2:58][CH2:59][CH2:60]2)[cH:55]1)=[O:62])[CH2:63][CH2:64][CH3:65]. Reactants: CS(=O)(=O)Cl, CC(CCCc1ccc(F)cc1)c1cc(N)c2c(c1)OC(C)(C)c1ccncc1-2. The product is CC(CCCc1ccc(F)cc1)c1cc(NS(C)(=O)=O)c2c(c1)OC(C)(C)c1ccncc1-2. As a reaction SMILES: [CH3:30][S:31]([Cl:32])(=[O:33])=[O:34].[NH2:1][c:2]1[cH:3][c:4]([CH:18]([CH3:19])[CH2:20][CH2:21][CH2:22][c:23]2[cH:24][cH:25][c:26]([F:29])[cH:27][cH:28]2)[cH:5][c:6]2[c:7]1-[c:8]1[cH:9][n:10][cH:11][cH:12][c:13]1[C:14]([CH3:16])([CH3:17])[O:15]2>>[NH:1]([c:2]1[cH:3][c:4]([CH:18]([CH3:19])[CH2:20][CH2:21][CH2:22][c:23]2[cH:24][cH:25][c:26]([F:29])[cH:27][cH:28]2)[cH:5][c:6]2[c:7]1-[c:8]1[cH:9][n:10][cH:11][cH:12][c:13]1[C:14]([CH3:16])([CH3:17])[O:15]2)[S:31]([CH3:30])(=[O:33])=[O:34]. The reactants are Cl.NCCC1=CC(=NO1)C1=CC(=C(C#N)C=C1)Cl (4-(5-(2-aminoethyl)isoxazol-3-yl)-2-chlorobenzonitrile hydrochloride), N1=CC(=CC=C1)C1=CC(=NN1)C(=O)O (5-(pyridin-3-yl)-1H-pyrazole-3-carboxylic acid), CCN(C(C)C)C(C)C (DIPEA), C1=CC=C2C(=C1)N=NN2O.O (HOBt hydrate), CCN=C=NCCCN(C)C (EDCI), Cl (HCl), Cl.CCOCC (HCl ether). The product is ClC=1C=C(C=CC1C#N)C1=NOC(=C1)CCNC(=O)C1=NNC(=C1)C=1C=NC=CC1 (N-(2-(3-(3-chloro-4-cyanophenyl)isoxazol-5-yl)ethyl)-5-(pyridin-3-yl)-1H-pyrazole-3-carboxamide). Yield: 47.4%. RXN SMILES: Cl.[NH2:2][CH2:3][CH2:4][C:5]1[O:9][N:8]=[C:7]([C:10]2[CH:17]=[CH:16][C:13]([C:14]#[N:15])=[C:12]([Cl:18])[CH:11]=2)[CH:6]=1.[N:19]1[CH:24]=[CH:23][CH:22]=[C:21]([C:25]2[NH:29][N:28]=[C:27]([C:30](O)=[O:31])[CH:26]=2)[CH:20]=1.CCN(C(C)C)C(C)C.C1C=C2N=NN(O)C2=CC=1.O.CCN=C=NCCCN(C)C.Cl.Cl.CCOCC>>[Cl:18][C:12]1[CH:11]=[C:10]([C:7]2[CH:6]=[C:5]([CH2:4][CH2:3][NH:2][C:30]([C:27]3[CH:26]=[C:25]([C:21]4[CH:20]=[N:19][CH:24]=[CH:23][CH:22]=4)[NH:29][N:28]=3)=[O:31])[O:9][N:8]=2)[CH:17]=[CH:16][C:13]=1[C:14]#[N:15] |f:0.1,4.5,8.9|. Procedure details: The title compound was prepared from 4-(5-(2-aminoethyl)isoxazol-3-yl)-2-chlorobenzonitrile hydrochloride (0.080 g, 0.282 mmol), 5-(pyridin-3-yl)-1H-pyrazole-3-carboxylic acid (0.053 g, 0.282 mmol), DIPEA (0.196 ml, 1.126 mmol 1), HOBt hydrate (0.065 g, 0.422 mmol) and EDCI (0.081 g, 0.422 mmol) using the method of Example 274. The title compound was converted to HCl salt by treatment of 1 M HCl ether solution for 2 h affording 0.056 g of the title compound. 1H-NMR (400 MHz; d6-DMSO): 3.15 (t, 2... The reactants are C(C)(C)(C)OC(NC1(CC1)C1=CC=C2C(=N1)NC=C2)=O ([1-(1H-Pyrrolo[2,3-b]pyridin-6-yl)-cyclopropyl]-carbamic acid tert-butyl ester), Cl (HCl). Run in O1CCOCC1 (dioxane), O1CCOCC1 (dioxane). Conditions: time 1 hour. Yields the product N1C=CC=2C1=NC(=CC2)C(CC)N (1-(1H-Pyrrolo[2,3-b]pyridin-6-yl)-propylamine). Yield: 140.9%. Reaction SMILES: C(OC(=O)[NH:7][C:8]1([C:11]2[N:16]=[C:15]3[NH:17][CH:18]=[CH:19][C:14]3=[CH:13][CH:12]=2)[CH2:10][CH2:9]1)(C)(C)C.Cl>O1CCOCC1>[NH:17]1[C:15]2=[N:16][C:11]([CH:8]([NH2:7])[CH2:9][CH3:10])=[CH:12][CH:13]=[C:14]2[CH:19]=[CH:18]1. Procedure details: To a solution of [1-(1H-Pyrrolo[2,3-b]pyridin-6-yl)-cyclopropyl]-carbamic acid tert-butyl ester (80 mg, 0.32 mmol) in dioxane (1 mL) was added 4N HCl in dioxane (500 uL, 2.00 mmol). The reaction was stirred at room temperature for 1 h. Solvents were removed and the resulting brown oil was suspended in Toluene (3 mL×2). Removal of solvents to dryness affords 79 mg of the title compound 1-(1H-Pyrrolo[2,3-b]pyridin-6-yl)-cyclopropylamine as a HCl salt, m/z 174.40 [M+1]+ The reactants are NC1=C(C=CC=C1)S (2-aminothiophenol), BrC(C(=O)O)CCCO (2-bromo 5-hydroxyvaleric acid), O (water). Run in CN(C=O)C (dimethylformamide). Conditions: temperature 100 celsius, time 1 hour. The product is OCCCC1SC2=C(NC1=O)C=CC=C2 (2-(3-hydroxypropyl)-2H-1,4-benzothiazin-3(4H)-one). The yield is 33.1%. Reaction SMILES: [NH2:1][C:2]1[CH:7]=[CH:6][CH:5]=[CH:4][C:3]=1[SH:8].Br[CH:10]([CH2:14][CH2:15][CH2:16][OH:17])[C:11](O)=[O:12].O>CN(C)C=O>[OH:17][CH2:16][CH2:15][CH2:14][CH:10]1[C:11](=[O:12])[NH:1][C:2]2[CH:7]=[CH:6][CH:5]=[CH:4][C:3]=2[S:8]1. Reported procedure: To a solution of 6.26 g of 2-aminothiophenol in 50 ml of dimethylformamide was added 9.85 g of 2-bromo 5-hydroxyvaleric acid. The mixture was stirred at room temperature for 2 hours and at 100° C. for 1 hour. The reaction solution was cooled, poured into water, and extracted with ethyl acetate. The ethyl acetate layer was washed with water, dried (MgSO4) and then concentrated under reduced pressure. The concentrate was subjected to a column chromatography on silica-gel (200 g). From the eluate w... Reactants: BrC=1C=CC(=C(C1)C=1C2=C(C(N(C1)C)=O)N(C=C2)S(=O)(=O)C2=CC=C(C)C=C2)OCC2CC2 (4-(5-bromo-2-(cyclopropylmethoxy)phenyl)-6-methyl-1-tosyl-1H-pyrrolo[2,3-c]pyridin-7(6H)-one), N1=CC(=CC=C1)B(O)O (pyridin-3-ylboronic acid), C([O-])([O-])=O.[Na+].[Na+] (sodium carbonate), [OH-].[Na+] (NaOH). The reagents and catalysts are C=1C=CC(=CC1)/C=C/C(=O)/C=C/C2=CC=CC=C2.C=1C=CC(=CC1)/C=C/C(=O)/C=C/C2=CC=CC=C2.C=1C=CC(=CC1)/C=C/C(=O)/C=C/C2=CC=CC=C2.[Pd].[Pd] (tris(dibenzylideneacetone)-dipalladium(0)). Run in O1CCOCC1.O (dioxane water), O (water). Reaction conditions: temperature 120 celsius. Product: C1(CC1)COC1=C(C=C(C=C1)C=1C=NC=CC1)C=1C2=C(C(N(C1)C)=O)NC=C2 (4-[2-(cyclopropylmethoxy)-5-(pyridin-3-yl)phenyl]-6-methyl-1,6-dihydro-7H-pyrrolo[2,3-c]pyridin-7-one). Isolated yield 75.1%. Reaction SMILES: Br[C:2]1[CH:3]=[CH:4][C:5]([O:29][CH2:30][CH:31]2[CH2:33][CH2:32]2)=[C:6]([C:8]2[C:9]3[CH:18]=[CH:17][N:16](S(C4C=CC(C)=CC=4)(=O)=O)[C:10]=3[C:11](=[O:15])[N:12]([CH3:14])[CH:13]=2)[CH:7]=1.[N:34]1[CH:39]=[CH:38][CH:37]=[C:36](B(O)O)[CH:35]=1.C(=O)([O-])[O-].[Na+].[Na+].[OH-].[Na+]>O1CCOCC1.O.O.C1C=CC(/C=C/C(/C=C/C2C=CC=CC=2)=O)=CC=1.C1C=CC(/C=C/C(/C=C/C2C=CC=CC=2)=O)=CC=1.C1C=CC(/C=C/C(/C=C/C2C=CC=CC=2)=O)=CC=1.[Pd].[Pd]>[CH:31]1([CH2:30][O:29][C:5]2[CH:4]=[CH:3][C:2]([C:36]3[CH:35]=[N:34][CH:39]=[CH:38][CH:37]=3)=[CH:7][C:6]=2[C:8]2[C:9]3[CH:18]=[CH:17][NH:16][C:10]=3[C:11](=[O:15])[N:12]([CH3:14])[CH:13]=2)[CH2:33][CH2:32]1 |f:2.3.4,5.6,7.8,10.11.12.13.14|. Reported procedure: A suspension of Example 314b (100 mg, 0.190 mmol), pyridin-3-ylboronic acid (23.31 mg, 0.190 mmol), sodium carbonate (60.3 mg, 0.569 mmol), and tris(dibenzylideneacetone)-dipalladium(0) (15.48 mg, 0.019 mmol) in 4 mL dioxane-water (3:1) was heated under nitrogen under microwave conditions (Biotage Initiator) at 120° C. for 30 minutes. The reaction mixture was the treated with 1 mL aqueous 4 N NaOH and heated at 120° C. under microwave conditions again for 30 minutes. The mixture was diluted with... Starting materials: COC(=O)C1=C(N=C(S1)N1C=NC2=C1C=C(C(=C2)OC)OC)Br (4-bromo-2-(5,6-dimethoxy-benzoimidazol-1-yl)-thiazole-5-carboxylic acid methyl ester), C(=C)C=1C=C(C=CC1)B(O)O (3-vinylphenylboronic acid). The product is COC1=CC2=C(N(C=N2)C=2SC(=C(N2)C2=CC(=CC=C2)C=C)C(=O)O)C=C1OC (2-(5,6-Dimethoxy-benzoimidazol-1-yl)-4-(3-vinyl-phenyl)-thiazole-5-carboxylic acid). The yield is 63.8%. As a reaction SMILES: C[O:2][C:3]([C:5]1[S:9][C:8]([N:10]2[C:14]3[CH:15]=[C:16]([O:21][CH3:22])[C:17]([O:19][CH3:20])=[CH:18][C:13]=3[N:12]=[CH:11]2)=[N:7][C:6]=1Br)=[O:4].[CH:24]([C:26]1[CH:27]=[C:28](B(O)O)[CH:29]=[CH:30][CH:31]=1)=[CH2:25]>>[CH3:20][O:19][C:17]1[C:16]([O:21][CH3:22])=[CH:15][C:14]2[N:10]([C:8]3[S:9][C:5]([C:3]([OH:2])=[O:4])=[C:6]([C:30]4[CH:29]=[CH:28][CH:27]=[C:26]([CH:24]=[CH2:25])[CH:31]=4)[N:7]=3)[CH:11]=[N:12][C:13]=2[CH:18]=1. Procedure: In a similar manner as described for Example 26, 4-bromo-2-(5,6-dimethoxy-benzoimidazol-1-yl)-thiazole-5-carboxylic acid methyl ester (40 mg, 0.1 mmol) and 3-vinylphenylboronic acid (22 mg, 0.15 mmol) gave 2-(5,6-Dimethoxy-benzoimidazol-1-yl)-4-(3-vinyl-phenyl)-thiazole-5-carboxylic acid (26 mg, 64%) as a white solid. 1H NMR (400 MHz, DMSO-d6) δ ppm 8.84 (s, 1 H); 8.04 (t, 1 H); 7.85 (s, 1 H); 7.83 (dt, 1 H); 7.59 (dt, 1 H); 7.48 (t, 1 H); 7.40 (s, 1 H); 6.83 (dd, 1 H); 5.92 (dd, 1 H); 5.33 (dd,... Starting materials: CCO, Cl, ON=C1CCC(c2ccccc2)CC1. Yields the product Cl, NC1CCC(c2ccccc2)CC1. Reaction SMILES: [CH3:16][CH2:17][OH:18].[ClH:15].[OH:1][N:2]=[C:3]1[CH2:4][CH2:5][CH:6]([c:9]2[cH:10][cH:11][cH:12][cH:13][cH:14]2)[CH2:7][CH2:8]1>>[ClH:15].[NH2:2][CH:3]1[CH2:4][CH2:5][CH:6]([c:9]2[cH:10][cH:11][cH:12][cH:13][cH:14]2)[CH2:7][CH2:8]1. Starting materials: COc1cccc(-c2ccc(CO)cc2C(C)(C)C)c1, ClCCl, O=S(Cl)Cl. The product is COc1cccc(-c2ccc(CCl)cc2C(C)(C)C)c1. As a reaction SMILES: [CH3:1][C:2]([CH3:3])([CH3:4])[c:5]1[c:6](-[c:13]2[cH:14][c:15]([O:19][CH3:20])[cH:16][cH:17][cH:18]2)[cH:7][cH:8][c:9]([CH2:11][OH:12])[cH:10]1.[Cl:25][CH2:26][Cl:27].[S:21]([Cl:22])([Cl:23])=[O:24]>>[CH3:1][C:2]([CH3:3])([CH3:4])[c:5]1[c:6](-[c:13]2[cH:14][c:15]([O:19][CH3:20])[cH:16][cH:17][cH:18]2)[cH:7][cH:8][c:9]([CH2:11][Cl:23])[cH:10]1.